This data is from the Open Reaction Database (ORD), a public repository of structured organic reaction records. The task is: describe an organic reaction: reactants, conditions, products, and yield Starting materials: 520.9, C(CCCCC(C)C)O (isooctyl alcohol), C(C=C)(=O)OC (methyl acrylate), C[Sn](C)(Cl)Cl (dimethyltin dichloride), [OH-].[Na+] (sodium hydroxide), COC1=CC=C(C=C1)O (4-methoxyphenol), C1(O)=CC=C(O)C=C1 (hydroquinone). Solvent: CCCCCCC (heptane). Yields the product C(C=C)(=O)OCCCCCC(C)C (isooctyl acrylate). The yield is 97.0%. As a reaction SMILES: [CH2:1]([OH:9])[CH2:2][CH2:3][CH2:4][CH2:5][CH:6]([CH3:8])[CH3:7].[C:10](OC)(=[O:13])[CH:11]=[CH2:12].C[Sn](Cl)(Cl)C.[OH-].[Na+].COC1C=CC(O)=CC=1.C1(C=CC(O)=CC=1)O>CCCCCCC>[C:10]([O:9][CH2:1][CH2:2][CH2:3][CH2:4][CH2:5][CH:6]([CH3:8])[CH3:7])(=[O:13])[CH:11]=[CH2:12] |f:3.4|. Reported procedure: In a similar manner, a mixture of 520.9 parts isooctyl alcohol, 516.6 parts methyl acrylate, 183 parts heptane, 2.4 parts dimethyltin dichloride, 0.5 parts sodium hydroxide (molar ratio 1.14:1), 1.6 parts 4-methoxyphenol and 0.6 parts hydroquinone yielded, after reaction and work up as in Example 1, 715.2 parts (97 percent yield, based on isooctyl alcohol) of isooctyl acrylate with a purity of 99.9 percent, containing no detectable tin. The reactants are C1(=CC=CC=C1)N(C=1C=C2C=CC(=CC2=CC1)C=O)C1=CC=CC=C1 (N,N-diphenyl-6-amino-2-naphthaldehyde), CC=1SC2=C(N1)C=CC=C2 (2-methyl benzothiazole), [OH-].[K+] (potassium hydroxide), CS(=O)C (DMSO). Run in O (water). Run at time 1 hour. Yields the product S1C(=NC2=C1C=CC=C2)C=CC=2C=C1C=CC(=CC1=CC2)N(C2=CC=CC=C2)C2=CC=CC=C2 ((6-(2-benzothiazol-2-ylvinyl)(2-naphthyl))diphenylamine). Isolated yield 53.0%. RXN SMILES: [C:1]1([N:7]([C:20]2[CH:25]=[CH:24][CH:23]=[CH:22][CH:21]=2)[C:8]2[CH:9]=[C:10]3[C:15](=[CH:16][CH:17]=2)[CH:14]=[C:13]([CH:18]=O)[CH:12]=[CH:11]3)[CH:6]=[CH:5][CH:4]=[CH:3][CH:2]=1.[CH3:26][C:27]1[S:28][C:29]2[CH:35]=[CH:34][CH:33]=[CH:32][C:30]=2[N:31]=1.[OH-].[K+].CS(C)=O>O>[S:28]1[C:29]2[CH:35]=[CH:34][CH:33]=[CH:32][C:30]=2[N:31]=[C:27]1[CH:26]=[CH:18][C:13]1[CH:14]=[C:15]2[C:10](=[CH:11][CH:12]=1)[CH:9]=[C:8]([N:7]([C:1]1[CH:6]=[CH:5][CH:4]=[CH:3][CH:2]=1)[C:20]1[CH:25]=[CH:24][CH:23]=[CH:22][CH:21]=1)[CH:17]=[CH:16]2 |f:2.3|. Procedure details: A mixture of N,N-diphenyl-6-amino-2-naphthaldehyde (4.8 g, 0.015 mol.), 2-methyl benzothiazole (3.0 g, 0.020 mol.), powdered potassium hydroxide (18.0 g, 0.32 mol.) and DMSO (30 ml) was stirred at room temperature for 1 hour, poured into water, and the solids which separated were collected by filtration. These solids were purified by column chromatography on alumina using 1:3 toluene-heptane as the eluent, to give 3.6 g. of product (53% yield) m.p. 181.1-184.8° C. Recrystallization from 1:1 tolu... Reactants: FC([C@H](CN1CCC2=C(CC1)C=C(C=C2)N)OC)(F)F (3-((S)-3,3,3-trifluoro-2-methoxy-propyl)-2,3,4,5-tetrahydro-1H-benzo[d]azepin-7-ylamine), ClC1=NC=C(C(=N1)N[C@H]1[C@@H](CCCC1)NS(=O)(=O)C)Cl (N-[(1R,2R)-2-(2,5-dichloro-pyrimidin-4-ylamino)-cyclohexyl]-methanesulfonamide). Product: ClC=1C(=NC(=NC1)NC1=CC2=C(CCN(CC2)C[C@@H](C(F)(F)F)OC)C=C1)N[C@H]1[C@@H](CCCC1)NS(=O)(=O)C (N-((1R,2R)-2-{5-Chloro-2-[3-((S)-3,3,3-trifluoro-2-methoxy-propyl)-2,3,4,5-tetrahydro-1H-benzo[d]azepin-7-ylamino]-pyrimidin-4-ylamino}-cyclohexyl)-methanesulfonamide), solid. Yield: 27.0%. Reaction SMILES: [F:1][C:2]([F:20])([F:19])[C@@H:3]([O:17][CH3:18])[CH2:4][N:5]1[CH2:11][CH2:10][C:9]2[CH:12]=[C:13]([NH2:16])[CH:14]=[CH:15][C:8]=2[CH2:7][CH2:6]1.Cl[C:22]1[N:27]=[C:26]([NH:28][C@@H:29]2[CH2:34][CH2:33][CH2:32][CH2:31][C@H:30]2[NH:35][S:36]([CH3:39])(=[O:38])=[O:37])[C:25]([Cl:40])=[CH:24][N:23]=1>>[Cl:40][C:25]1[C:26]([NH:28][C@@H:29]2[CH2:34][CH2:33][CH2:32][CH2:31][C@H:30]2[NH:35][S:36]([CH3:39])(=[O:38])=[O:37])=[N:27][C:22]([NH:16][C:13]2[CH:14]=[CH:15][C:8]3[CH2:7][CH2:6][N:5]([CH2:4][C@H:3]([O:17][CH3:18])[C:2]([F:1])([F:19])[F:20])[CH2:11][CH2:10][C:9]=3[CH:12]=2)=[N:23][CH:24]=1. Procedure details: N-((1R,2R)-2-{5-Chloro-2-[3-((S)-3,3,3-trifluoro-2-methoxy-propyl)-2,3,4,5-tetrahydro-1H-benzo[d]azepin-7-ylamino]-pyrimidin-4-ylamino}-cyclohexyl)-methanesulfonamide was prepared from 3-((S)-3,3,3-trifluoro-2-methoxy-propyl)-2,3,4,5-tetrahydro-1H-benzo[d]azepin-7-ylamine and N-[(1R,2R)-2-(2,5-dichloro-pyrimidin-4-ylamino)-cyclohexyl]-methanesulfonamide in an analogous manner to Example 335. Product isolated as a pale yellow solid (53 mg, 27%). m.p.=175-177° C.; LCMS (m/e) 591 (M+1); 1H-NMR (CDC... The reactants are C1(CC1)B(O)O (Cyclopropylboronic acid), C([O-])([O-])=O.[Na+].[Na+] (sodium carbonate), C1(CCCCC1)P(C1=C(C=CC=C1)C1=C(C=CC=C1OC)OC)C1CCCCC1 (dicyclohexyl(2′,6′-dimethoxybiphenyl-2-yl)phosphine), BrC1=CC(=C(C(=C1C1=C(C=C(C=C1)F)F)F)OC(C)C)C=O (6-bromo-3-isopropoxy-2,2′,4′-trifluorobiphenyl-4-carbaldehyde). The reagents and catalysts are C=1C=CC(=CC1)/C=C/C(=O)/C=C/C2=CC=CC=C2.C=1C=CC(=CC1)/C=C/C(=O)/C=C/C2=CC=CC=C2.C=1C=CC(=CC1)/C=C/C(=O)/C=C/C2=CC=CC=C2.[Pd].[Pd] (tris(dibenzylideneacetone)dipalladium(0)). Solvent: C1(=CC=CC=C1)C (toluene), O (Water). Run at time 16 hour. The product is C1(CC1)C1=CC(=C(C(=C1C1=C(C=C(C=C1)F)F)F)OC(C)C)C=O (6-Cyclopropyl-3-isopropoxy-2,2′,4′-trifluorobiphenyl-4-carbaldehyde). The yield is 96.0%. RXN SMILES: [CH:1]1(B(O)O)[CH2:3][CH2:2]1.C(=O)([O-])[O-].[Na+].[Na+].C1(P(C2CCCCC2)C2C=CC=CC=2C2C(OC)=CC=CC=2OC)CCCCC1.Br[C:43]1[C:48]([C:49]2[CH:54]=[CH:53][C:52]([F:55])=[CH:51][C:50]=2[F:56])=[C:47]([F:57])[C:46]([O:58][CH:59]([CH3:61])[CH3:60])=[C:45]([CH:62]=[O:63])[CH:44]=1>C1C=CC(/C=C/C(/C=C/C2C=CC=CC=2)=O)=CC=1.C1C=CC(/C=C/C(/C=C/C2C=CC=CC=2)=O)=CC=1.C1C=CC(/C=C/C(/C=C/C2C=CC=CC=2)=O)=CC=1.[Pd].[Pd].O.C1(C)C=CC=CC=1>[CH:1]1([C:43]2[C:48]([C:49]3[CH:54]=[CH:53][C:52]([F:55])=[CH:51][C:50]=3[F:56])=[C:47]([F:57])[C:46]([O:58][CH:59]([CH3:61])[CH3:60])=[C:45]([CH:62]=[O:63])[CH:44]=2)[CH2:3][CH2:2]1 |f:1.2.3,6.7.8.9.10|. Procedure details: Cyclopropylboronic acid (424 mg), a 2 M aqueous sodium carbonate solution (3.29 mL), tris(dibenzylideneacetone)dipalladium(0) (151 mg), and dicyclohexyl(2′,6′-dimethoxybiphenyl-2-yl)phosphine (135 mg) were added at room temperature to a toluene (15 mL) solution of 6-bromo-3-isopropoxy-2,2′,4′-trifluorobiphenyl-4-carbaldehyde (615 mg), and the mixture was stirred at 100 C for 16 hours in an argon atmosphere. Water was added to the reaction mixture, and then, the mixture was filtered through celit...